Dataset: the Open Reaction Database (ORD), a public repository of structured organic reaction records. Task: describe an organic reaction: reactants, conditions, products, and yield Reactants: C(C1=CC=CC=C1)OC1=C(OCC(=O)OCC)C=CC(=C1)OCC1=CC=CC=C1 (Ethyl (2,4-dibenzyloxyphenoxy)acetate), [H-].[Al+3].[Li+].[H-].[H-].[H-] (lithium aluminium hydride), O (water). Solvent: O1CCCC1 (tetrahydofuran). Conditions: time 30 minute. Product: O.C(C1=CC=CC=C1)OC1=C(OCCO)C=CC(=C1)OCC1=CC=CC=C1.C(C1=CC=CC=C1)OC1=C(OCCO)C=CC(=C1)OCC1=CC=CC=C1 (2-(2,4-dibenzyloxy-phenoxy)ethanol hemihydrate). The yield is 75.6%. RXN SMILES: [CH2:1]([O:8][C:9]1[CH:21]=[C:20]([O:22][CH2:23][C:24]2[CH:29]=[CH:28][CH:27]=[CH:26][CH:25]=2)[CH:19]=[CH:18][C:10]=1[O:11][CH2:12][C:13](OCC)=[O:14])[C:2]1[CH:7]=[CH:6][CH:5]=[CH:4][CH:3]=1.[H-].[Al+3].[Li+].[H-].[H-].[H-].O>O1CCCC1>[OH2:8].[CH2:1]([O:8][C:9]1[CH:21]=[C:20]([O:22][CH2:23][C:24]2[CH:29]=[CH:28][CH:27]=[CH:26][CH:25]=2)[CH:19]=[CH:18][C:10]=1[O:11][CH2:12][CH2:13][OH:14])[C:2]1[CH:3]=[CH:4][CH:5]=[CH:6][CH:7]=1.[CH2:1]([O:8][C:9]1[CH:21]=[C:20]([O:22][CH2:23][C:24]2[CH:29]=[CH:28][CH:27]=[CH:26][CH:25]=2)[CH:19]=[CH:18][C:10]=1[O:11][CH2:12][CH2:13][OH:14])[C:2]1[CH:3]=[CH:4][CH:5]=[CH:6][CH:7]=1 |f:1.2.3.4.5.6,9.10.11|. Reported procedure: Ethyl (2,4-dibenzyloxyphenoxy)acetate (3.9 g) is added in small portions to a stirred suspension of lithium aluminium hydride (0.21 g) in dry tetrahydofuran (100 mL) with ice-cooling. The mixture is allowed to warm to room temperature and stirred for a further 30 minutes. The reaction mixture is cooled in an ice-bath and water is added dropwise. After stirring for 1 hour the mixture is filtered through hyflo and the insolubles washed with tetrahydrofuran. Evaporation of the combined filtrate plu...